From a dataset of the Open Reaction Database (ORD), a public repository of structured organic reaction records. describe an organic reaction: reactants, conditions, products, and yield Starting materials: CC(=O)O, C=O, CCOC(C)=O, COC(=O)c1ccc2c(C3CCCCC3)c3n(c2c1)CCC(NCCN1CCCC1)c1ccccc1-3, ClCCl. Product: COC(=O)c1ccc2c(C3CCCCC3)c3n(c2c1)CCC(N(C)CCN1CCCC1)c1ccccc1-3. As a reaction SMILES: [C:37]([OH:38])(=[O:39])[CH3:40].[CH2:41]=[O:42].[CH3:46][CH2:47][O:48][C:49]([CH3:50])=[O:51].[CH:1]1([c:7]2[c:8]3[cH:9][cH:10][c:11]([C:33](=[O:34])[O:35][CH3:36])[cH:12][c:13]3[n:14]3[c:15]2-[c:16]2[c:17]([cH:29][cH:30][cH:31][cH:32]2)[CH:18]([NH:21][CH2:22][CH2:23][N:24]2[CH2:25][CH2:26][CH2:27][CH2:28]2)[CH2:19][CH2:20]3)[CH2:2][CH2:3][CH2:4][CH2:5][CH2:6]1.[Cl:43][CH2:44][Cl:45]>>[CH:1]1([c:7]2[c:8]3[cH:9][cH:10][c:11]([C:33](=[O:34])[O:35][CH3:36])[cH:12][c:13]3[n:14]3[c:15]2-[c:16]2[c:17]([cH:29][cH:30][cH:31][cH:32]2)[CH:18]([N:21]([CH2:22][CH2:23][N:24]2[CH2:25][CH2:26][CH2:27][CH2:28]2)[CH3:37])[CH2:19][CH2:20]3)[CH2:2][CH2:3][CH2:4][CH2:5][CH2:6]1.